Dataset: the Open Reaction Database (ORD), a public repository of structured organic reaction records. Task: describe an organic reaction: reactants, conditions, products, and yield The reactants are diazonium salt, FC1=C(N)C=CC(=C1)F (2,4-difluoroaniline), N(=O)[O-].[Na+] (sodium nitrite), Cl (hydrochloric acid), COC1=CC=C(C=C1)C=1N=C(NC1C1=CC=C(C=C1)OC)S (4,5-bis(4-methoxyphenyl)-2-mercaptoimidazole), [OH-].[Na+] (sodium hydroxide). The reagents and catalysts are [Cu] (copper). Solvent: CN(C=O)C (dimethylformamide). Run at time 3 hour. Product: COC1=CC=C(C=C1)C=1N=C(NC1C1=CC=C(C=C1)OC)SC1=C(C=C(C=C1)F)F (4,5-bis(4-methoxyphenyl)-2-(2,4-difluorophenylthio)imidazole). Yield: 36.8%. Reaction SMILES: [F:1][C:2]1[CH:8]=[C:7]([F:9])[CH:6]=[CH:5][C:3]=1N.N([O-])=O.[Na+].Cl.[CH3:15][O:16][C:17]1[CH:22]=[CH:21][C:20]([C:23]2[N:24]=[C:25]([SH:36])[NH:26][C:27]=2[C:28]2[CH:33]=[CH:32][C:31]([O:34][CH3:35])=[CH:30][CH:29]=2)=[CH:19][CH:18]=1.[OH-].[Na+]>CN(C)C=O.[Cu]>[CH3:35][O:34][C:31]1[CH:32]=[CH:33][C:28]([C:27]2[N:26]=[C:25]([S:36][C:3]3[CH:5]=[CH:6][C:7]([F:9])=[CH:8][C:2]=3[F:1])[NH:24][C:23]=2[C:20]2[CH:21]=[CH:22][C:17]([O:16][CH3:15])=[CH:18][CH:19]=2)=[CH:29][CH:30]=1 |f:1.2,5.6|. Reported procedure: At 0° a diazonium salt solution prepared from 2.58 g of 2,4-difluoroaniline, 1.58 g of sodium nitrite, and 10 ml of 6N hydrochloric acid is added dropwise to a solution of 6.25 g of 4,5-bis(4-methoxyphenyl)-2-mercaptoimidazole in a mixture of 240 ml of dimethylformamide, 10 ml of 2N sodium hydroxide solution, and 1.45 g of powdered copper. The solution becomes reddish brown under nitrogen evolution. The mixture is stirred for another 3 hours, the solution is concentrated under vacuum, and the re... Starting materials: COC(=O)CN1CCCc2cc(SCc3sc(-c4ccc(C(F)(F)F)cc4)nc3C)ccc21, COC(=O)C1Cc2ccc(S)cc2C1. The product is COC(=O)CN1CCCc2cc(S)ccc21. Reaction SMILES: [CH3:15][O:16][C:17]([CH2:18][N:19]1[CH2:20][CH2:21][CH2:22][c:23]2[cH:24][c:25]([S:29][CH2:30][c:31]3[s:32][c:33](-[c:34]4[cH:35][cH:36][c:37]([C:38]([F:39])([F:40])[F:41])[cH:42][cH:43]4)[n:44][c:45]3[CH3:46])[cH:26][cH:27][c:28]21)=[O:47].[CH3:1][O:2][C:3]([CH:4]1[CH2:5][c:6]2[c:7]([cH:8][cH:9][c:10]([SH:11])[cH:12]2)[CH2:13]1)=[O:14]>>[CH3:15][O:16][C:17]([CH2:18][N:19]1[CH2:20][CH2:21][CH2:22][c:23]2[cH:24][c:25]([SH:29])[cH:26][cH:27][c:28]21)=[O:47].